This data is from the Open Reaction Database (ORD), a public repository of structured organic reaction records. The task is: describe an organic reaction: reactants, conditions, products, and yield Starting materials: S(=O)(=O)(O)C(C(=O)Cl)N1C(=CC=C1)C=O (2-sulfo-2-(2-formyl-1-pyrryl)acetyl chloride), C(C)(=O)OCC1=C(N2C(C(C2SC1)N)=O)C(=O)O (3-[(acetyloxy)methyl]-7-amino-8-oxo-5-thia-1-azabicyclo[4.2.0]oct-2-ene-2-carboxylic acid), C([O-])(O)=O.[Na+] (sodium bicarbonate). Run in CCOCC (ether), O (water). Product: C(C)(=O)OCC1=C(N2C(C(C2SC1)NC(C(N1C(=CC=C1)C=O)S(=O)(=O)O)=O)=O)C(=O)O (3-[(Acetyloxy)methyl]-7-[[2-sulfo-2-(2-formyl-1-pyrryl)acetyl]amino]-8-oxo-5-thia-1-azabicyclo[4.2.0]oct-2-ene-2-carboxylic acid). Reaction SMILES: [S:1]([CH:5]([N:9]1[CH:13]=[CH:12][CH:11]=[C:10]1[CH:14]=[O:15])[C:6](Cl)=[O:7])([OH:4])(=[O:3])=[O:2].[C:16]([O:19][CH2:20][C:21]1[CH2:28][S:27][CH:26]2[N:23]([C:24](=[O:30])[CH:25]2[NH2:29])[C:22]=1[C:31]([OH:33])=[O:32])(=[O:18])[CH3:17].C(=O)(O)[O-].[Na+]>CCOCC.O>[C:16]([O:19][CH2:20][C:21]1[CH2:28][S:27][CH:26]2[N:23]([C:24](=[O:30])[CH:25]2[NH:29][C:6](=[O:7])[CH:5]([S:1]([OH:4])(=[O:3])=[O:2])[N:9]2[CH:13]=[CH:12][CH:11]=[C:10]2[CH:14]=[O:15])[C:22]=1[C:31]([OH:33])=[O:32])(=[O:18])[CH3:17] |f:2.3|. Procedure details: A solution of 2-sulfo-2-(2-formyl-1-pyrryl)acetyl chloride (0.01 m) in ether is added to 3-[(acetyloxy)methyl]-7-amino-8-oxo-5-thia-1-azabicyclo[4.2.0]oct-2-ene-2-carboxylic acid (0.01 m) and sodium bicarbonate (0.03 m) in water. After 30 minutes the phases are separated, the pH adjusted to about 6.5 and the aqueous extracted with ethyl acetate. The ethyl acetate is separated from the aqueous phase, dried over magnesium sulfate and flash evaporated to give the title compound.